This data is from the Open Reaction Database (ORD), a public repository of structured organic reaction records. The task is: describe an organic reaction: reactants, conditions, products, and yield Reactants: C(C)OC(C(=CO)C=1C=NC=CC1)=O (3-Hydroxy-2-pyridin-3-yl-acrylic acid ethyl ester), N(N)C1=NC=CC(=C1)C(F)(F)F (2-hydrazino-4-(trifluoromethyl)pyridine). Yields the product N1=CC(=CC=C1)C=1C(N(NC1)C1=NC=CC(=C1)C(F)(F)F)=O (4-Pyridin-3-yl-2-[4-(trifluoromethyl)pyridin-2-yl]-1,2-dihydro-3H-pyrazol-3-one). RXN SMILES: C(O[C:4](=[O:14])[C:5]([C:8]1[CH:9]=[N:10][CH:11]=[CH:12][CH:13]=1)=[CH:6]O)C.[NH:15]([C:17]1[CH:22]=[C:21]([C:23]([F:26])([F:25])[F:24])[CH:20]=[CH:19][N:18]=1)[NH2:16]>>[N:10]1[CH:11]=[CH:12][CH:13]=[C:8]([C:5]2[C:4](=[O:14])[N:15]([C:17]3[CH:22]=[C:21]([C:23]([F:26])([F:24])[F:25])[CH:20]=[CH:19][N:18]=3)[NH:16][CH:6]=2)[CH:9]=1. Procedure: The compound is prepared analogously to Example 2 from 18 mg (0.09 mmol) of the compound from Example 2A and 18 mg (0.10 mmol) 2-hydrazino-4-(trifluoromethyl)pyridine [R. A. Evans, C. Wentrup, J. Chem. Soc. Chem. Commun. 15, 1062-1064 (1992)]. 11.7 mg (41% of th.) of the title compound are obtained as a yellow solid. Reported procedure: (R)-(-)-3,4-Dihydro-2-trifluoromethanesulfonyloxymethyl-2H-benzopyran (23.0 g, 78 mmol) and copper (I) bromide dimethyl sulfide complex (2.8 g, 13 mmol) were dissolved in tetrahydrofuran (400 ml) under a nitrogen atmosphere and cooled to -10° C., 4-Anisylmagnesium bromide (215 ml of a 1M solution in tetrahydrofuran, 0.215 mol) was added dropwise over 30 minutes, keeping the temperature below -5° C. The solution was stirred for 3 hours at 0° C. and then slowly poured into a mixture of water (800 ... Reaction conditions: temperature -10 celsius, time 3 hour. Run in O1CCCC1 (tetrahydrofuran), O1CCCC1 (tetrahydrofuran), C(Cl)Cl (methylene chloride). Yields the product COC1=CC=C(C[C@@H]2OC3=C(CC2)C=CC=C3)C=C1 ((R)-(-)-3,4-Dihydro-2-(4-methoxybenzyl)-2H-benzopyran). The yield is 92.0%. RXN SMILES: FC(F)(F)S(O[CH2:7][C@H:8]1[CH2:13][CH2:12][C:11]2[CH:14]=[CH:15][CH:16]=[CH:17][C:10]=2[O:9]1)(=O)=O.C([Mg]Br)[C:21]1[CH:26]=[CH:25][C:24]([O:27][CH3:28])=[CH:23][CH:22]=1.O.[Cl-].[NH4+]>O1CCCC1.C(Cl)Cl>[CH3:28][O:27][C:24]1[CH:25]=[CH:26][C:21]([CH2:7][C@H:8]2[CH2:13][CH2:12][C:11]3[CH:14]=[CH:15][CH:16]=[CH:17][C:10]=3[O:9]2)=[CH:22][CH:23]=1 |f:3.4|. The reactants are C(C1=CC=C(C=C1)OC)[Mg]Br (4-Anisylmagnesium bromide), solution, O (water), FC(S(=O)(=O)OC[C@@H]1OC2=C(CC1)C=CC=C2)(F)F ((R)-(-)-3,4-Dihydro-2-trifluoromethanesulfonyloxymethyl-2H-benzopyran), [Cl-].[NH4+] (ammonium chloride). Starting materials: CC(C)CC(C#N)NC(=O)C1CCCCC1NC(=O)c1cc2ccccc2n1CCCCl, C1CCNCC1, CC#N, [I-], [Na+], O. Product: CC(C)CC(C#N)NC(=O)C1CCCCC1NC(=O)c1cc2ccccc2n1CCCN1CCCCC1. As a reaction SMILES: [C:1](#[N:2])[CH:3]([CH2:4][CH:5]([CH3:6])[CH3:7])[NH:8][C:9](=[O:10])[CH:11]1[CH:12]([NH:17][C:18](=[O:19])[c:20]2[n:21]([CH2:29][CH2:30][CH2:31][Cl:32])[c:22]3[cH:23][cH:24][cH:25][cH:26][c:27]3[cH:28]2)[CH2:13][CH2:14][CH2:15][CH2:16]1.[CH2:38]1[CH2:39][CH2:40][NH:41][CH2:42][CH2:43]1.[CH3:35][C:36]#[N:37].[I-:34].[Na+:33].[OH2:44]>>[C:1](#[N:2])[CH:3]([CH2:4][CH:5]([CH3:6])[CH3:7])[NH:8][C:9](=[O:10])[CH:11]1[CH:12]([NH:17][C:18](=[O:19])[c:20]2[n:21]([CH2:29][CH2:30][CH2:31][N:41]3[CH2:40][CH2:39][CH2:38][CH2:43][CH2:42]3)[c:22]3[cH:23][cH:24][cH:25][cH:26][c:27]3[cH:28]2)[CH2:13][CH2:14][CH2:15][CH2:16]1. Reactants: CC(=O)O, CC(C)C(O)(c1ccc2cc(O)ccc2c1)c1cn(C(c2ccccc2)(c2ccccc2)c2ccccc2)cn1, c1ccncc1. Product: CC(=O)Oc1ccc2cc(C(O)(c3cn(C(c4ccccc4)(c4ccccc4)c4ccccc4)cn3)C(C)C)ccc2c1. As a reaction SMILES: [CH3:47][C:48]([OH:49])=[O:50].[OH:1][c:2]1[cH:3][c:4]2[cH:5][cH:6][c:7]([C:12]([CH:13]([CH3:14])[CH3:15])([OH:16])[c:17]3[n:18][cH:19][n:20]([C:22]([c:23]4[cH:24][cH:25][cH:26][cH:27][cH:28]4)([c:29]4[cH:30][cH:31][cH:32][cH:33][cH:34]4)[c:35]4[cH:36][cH:37][cH:38][cH:39][cH:40]4)[cH:21]3)[cH:8][c:9]2[cH:10][cH:11]1.[cH:41]1[cH:42][cH:43][n:44][cH:45][cH:46]1>>[O:1]([c:2]1[cH:3][c:4]2[cH:5][cH:6][c:7]([C:12]([CH:13]([CH3:14])[CH3:15])([OH:16])[c:17]3[n:18][cH:19][n:20]([C:22]([c:23]4[cH:24][cH:25][cH:26][cH:27][cH:28]4)([c:29]4[cH:30][cH:31][cH:32][cH:33][cH:34]4)[c:35]4[cH:36][cH:37][cH:38][cH:39][cH:40]4)[cH:21]3)[cH:8][c:9]2[cH:10][cH:11]1)[C:48]([CH3:47])=[O:49]. The reactants are N[C@@H](C(=O)O)CC1=CC=2CCCCC2C=C1 ((R)-2-amino-3-(5,6,7,8-tetrahydro-naphthalen-2-yl)-propionic acid), CCO (EtOH), Cl (HCl). The product is N[C@@H](C(=O)OCC)CC1=CC=2CCCCC2C=C1 (ethyl (R)-2-amino-3-(5,6,7,8-tetrahydro-naphthalen-2-yl)-propionate). Reaction SMILES: [NH2:1][C@H:2]([CH2:6][C:7]1[CH:16]=[CH:15][C:14]2[CH2:13][CH2:12][CH2:11][CH2:10][C:9]=2[CH:8]=1)[C:3]([OH:5])=[O:4].Cl.[CH3:18][CH2:19]O>>[NH2:1][C@H:2]([CH2:6][C:7]1[CH:16]=[CH:15][C:14]2[CH2:13][CH2:12][CH2:11][CH2:10][C:9]=2[CH:8]=1)[C:3]([O:5][CH2:18][CH3:19])=[O:4]. Procedure: A mixture of 3.7 g (14.5 mmol) (R)-2-amino-3-(5,6,7,8-tetrahydro-naphthalen-2-yl)-propionic acid and 150 mL EtOH was combined with 50 mL ethanolic HCl with stirring. The reaction mixture was stirred for 2 h, evaporated down under reduced pressure and the residue was taken up in DCM. The organic solution washed with 15% K2CO3 solution, dried and evaporated down under reduced pressure. Reactants: O=c1[nH]nc2c(-c3ccccc3)c(-c3ccc(Cl)cc3)ncn12, O=C(NNc1ncnc(-c2ccc(Cl)cc2)c1-c1ccccc1)OC(Cl)(Cl)Cl, FC(F)(F)c1ccc(CCl)cn1, [K+], [K+], O=C([O-])[O-], CN(C)C=O. Yields the product O=c1n(Cc2ccc(C(F)(F)F)nc2)nc2c(-c3ccccc3)c(-c3ccc(Cl)cc3)ncn12. RXN SMILES: [Cl:1][c:2]1[cH:3][cH:4][c:5](-[c:8]2[c:9](-[c:18]3[cH:19][cH:20][cH:21][cH:22][cH:23]3)[c:10]3[n:11]([cH:12][n:13]2)[c:14](=[O:17])[nH:15][n:16]3)[cH:6][cH:7]1.[Cl:24][c:25]1[cH:26][cH:27][c:28](-[c:29]2[n:30][cH:31][n:32][c:33]([NH:34][NH:35][C:36]([O:37][C:38]([Cl:39])([Cl:40])[Cl:41])=[O:42])[c:43]2-[c:44]2[cH:45][cH:46][cH:47][cH:48][cH:49]2)[cH:50][cH:51]1.[Cl:52][CH2:53][c:54]1[cH:55][cH:56][c:57]([C:60]([F:61])([F:62])[F:63])[n:58][cH:59]1.[K+:64].[K+:65].[O-:66][C:67]([O-:68])=[O:69].[O:70]=[CH:71][N:72]([CH3:73])[CH3:74]>>[Cl:1][c:2]1[cH:3][cH:4][c:5](-[c:8]2[c:9](-[c:18]3[cH:19][cH:20][cH:21][cH:22][cH:23]3)[c:10]3[n:11]([cH:12][n:13]2)[c:14](=[O:17])[n:15]([CH2:53][c:54]2[cH:55][cH:56][c:57]([C:60]([F:61])([F:62])[F:63])[n:58][cH:59]2)[n:16]3)[cH:6][cH:7]1. The reactants are B, COCCCOc1cc(OC)cc(C(=O)NC2CC2)c1, O=C(O)C(F)(F)F, C1CCOC1, C1CCOC1. Yields the product COCCCOc1cc(CNC2CC2)cc(OC)c1. As a reaction SMILES: [BH3:33].[CH:8]1([NH:11][C:12]([c:13]2[cH:14][c:15]([O:25][CH3:26])[cH:16][c:17]([O:19][CH2:20][CH2:21][CH2:22][O:23][CH3:24])[cH:18]2)=[O:27])[CH2:9][CH2:10]1.[F:1][C:2]([F:3])([F:4])[C:5]([OH:6])=[O:7].[O:28]1[CH2:29][CH2:30][CH2:31][CH2:32]1.[O:34]1[CH2:35][CH2:36][CH2:37][CH2:38]1>>[CH:8]1([NH:11][CH2:12][c:13]2[cH:14][c:15]([O:25][CH3:26])[cH:16][c:17]([O:19][CH2:20][CH2:21][CH2:22][O:23][CH3:24])[cH:18]2)[CH2:9][CH2:10]1.